Dataset: the Open Reaction Database (ORD), a public repository of structured organic reaction records. Task: describe an organic reaction: reactants, conditions, products, and yield Solvent: O (water), O (water). RXN SMILES: [OH-].[Ba+2:2].[OH-].[P:4](=[O:8])([OH:7])([OH:6])[OH:5]>O>[P:4]([O-:8])([O-:7])([O-:6])=[O:5].[Ba+2:2].[P:4]([O-:8])([O-:7])([O-:6])=[O:5].[Ba+2:2].[Ba+2:2] |f:0.1.2,5.6.7.8.9|. Run at temperature 68 celsius. Procedure details: Barium phosphate was prepared by the following procedure. Barium hydroxide (31.23 grams of Ba(OH)2 8H2O, 0.099 moles) was dissolved in 500 grams of deionized water and added to a 1 liter reaction flask fitted with a magnetic stirring bar, reflux condensor and dropping funnel. The hazy solution was heated to 68° C., and treated dropwise over a 30 minute period with a solution of 7.61 grams of 85%w phosphoric acid (0.066 moles of acid) in 50 grams of deionized water. The resulting milky white mixt... Product: P(=O)([O-])([O-])[O-].[Ba+2].P(=O)([O-])([O-])[O-].[Ba+2].[Ba+2] (Barium phosphate). Reactants: [OH-].[Ba+2].[OH-] (Barium hydroxide), P(O)(O)(O)=O (phosphoric acid). The reactants are NN (hydrazine), CN(C(=CC(=O)C1=CC=C(C=C1)C(=O)N1CC=2N(CC3=C1C=CC=C3)C=CC2)C)C (3-Dimethylamino-1-[4-(5H,11H-pyrrolo[2,1-c][1,4]benzodiazepine-10-carbonyl)-phenyl]-2-buten-1-one). Run in C(C)(=O)O (acetic acid). Yields the product CC1=CC(=NN1)C1=CC=C(C=C1)C(=O)N1CC=2N(CC3=C1C=CC=C3)C=CC2 ([4-(5-Methyl-1H-pyrazol-3-yl)-phenyl]-(5H,11H-pyrrolo[2,1-c][1,4]-benzodiazepin-10-yl)-methanone). The yield is 71.6%. RXN SMILES: [NH2:1]N.C[N:4](C)[C:5]([CH3:31])=[CH:6][C:7]([C:9]1[CH:14]=[CH:13][C:12]([C:15]([N:17]2[C:23]3[CH:24]=[CH:25][CH:26]=[CH:27][C:22]=3[CH2:21][N:20]3[CH:28]=[CH:29][CH:30]=[C:19]3[CH2:18]2)=[O:16])=[CH:11][CH:10]=1)=O>C(O)(=O)C>[CH3:31][C:5]1[NH:4][N:1]=[C:7]([C:9]2[CH:14]=[CH:13][C:12]([C:15]([N:17]3[C:23]4[CH:24]=[CH:25][CH:26]=[CH:27][C:22]=4[CH2:21][N:20]4[CH:28]=[CH:29][CH:30]=[C:19]4[CH2:18]3)=[O:16])=[CH:11][CH:10]=2)[CH:6]=1. Procedure: Anhydrous hydrazine (0.10 g) was added to a solution of 3-Dimethylamino-1-[4-(5H,11H-pyrrolo[2,1-c][1,4]benzodiazepine-10-carbonyl)-phenyl]-2-buten-1-one (0.50 g) in glacial acetic acid (25 ml). The reaction mixture was refluxed for 18 hours and then concentrated under vacuum. The solid was extracted with dichloromethane and washed with saturated aqueous sodium bicarbonate solution. The dichloromethane solution was dried over anhydrous sodium sulfate and filtered through a short column of hydrou... The reactants are COC(=O)CC(=O)OC, CS(C)=O, Cl, [H-], CC(Br)c1ccc([N+](=O)[O-])cc1, [Na+]. The product is COC(=O)C(C(=O)OC)C(C)c1ccc([N+](=O)[O-])cc1. Reaction SMILES: [C:3]([CH2:4][C:5](=[O:6])[O:7][CH3:8])(=[O:9])[O:10][CH3:11].[CH3:25][S:26](=[O:27])[CH3:28].[ClH:24].[H-:1].[N+:12](=[O:13])([O-:14])[c:15]1[cH:16][cH:17][c:18]([CH:21]([CH3:22])[Br:23])[cH:19][cH:20]1.[Na+:2]>>[C:3]([CH:4]([C:5](=[O:6])[O:7][CH3:8])[CH:21]([c:18]1[cH:17][cH:16][c:15]([N+:12](=[O:13])[O-:14])[cH:20][cH:19]1)[CH3:22])(=[O:9])[O:10][CH3:11]. The reactants are IC1=CC(=NC=N1)OC1=CC=CC2=C1N=C(S2)N (4-(6-iodo-pyrimidin-4-yloxy)-benzothiazol-2-ylamine), CC1(OB(OC1(C)C)C=1CCN(CC1)C(=O)OC(C)(C)C)C (1,1-dimethylethyl 4-(4,4,5,5-tetramethyl-1,3,2-dioxaborolan-2-yl)-3,6-dihydro-1(2H)-pyridinecarboxylate), C(=O)([O-])[O-].[Na+].[Na+] (Na2CO3). Reagents/catalysts: Cl[Pd]([P](C1=CC=CC=C1)(C2=CC=CC=C2)C3=CC=CC=C3)([P](C4=CC=CC=C4)(C5=CC=CC=C5)C6=CC=CC=C6)Cl (PdCl2(PPh3)2). The solvent is COCCOC.CCO.O (DME EtOH H2O). Conditions: temperature 120 celsius. Product: C(C)(C)(C)OC(=O)N1CCC(=CC1)C1=NC=NC(=C1)OC1=CC=CC2=C1N=C(S2)N (4-[6-(2-Amino-benzothiazol-4-yloxy)-pyrimidin-4-yl]-3,6-dihydro-2H-pyridine-1-carboxylic acid tert-butyl ester). RXN SMILES: I[C:2]1[N:7]=[CH:6][N:5]=[C:4]([O:8][C:9]2[C:14]3[N:15]=[C:16]([NH2:18])[S:17][C:13]=3[CH:12]=[CH:11][CH:10]=2)[CH:3]=1.CC1(C)C(C)(C)OB([C:27]2[CH2:28][CH2:29][N:30]([C:33]([O:35][C:36]([CH3:39])([CH3:38])[CH3:37])=[O:34])[CH2:31][CH:32]=2)O1.C([O-])([O-])=O.[Na+].[Na+]>COCCOC.CCO.O.Cl[Pd](Cl)([P](C1C=CC=CC=1)(C1C=CC=CC=1)C1C=CC=CC=1)[P](C1C=CC=CC=1)(C1C=CC=CC=1)C1C=CC=CC=1>[C:36]([O:35][C:33]([N:30]1[CH2:29][CH:28]=[C:27]([C:2]2[CH:3]=[C:4]([O:8][C:9]3[C:14]4[N:15]=[C:16]([NH2:18])[S:17][C:13]=4[CH:12]=[CH:11][CH:10]=3)[N:5]=[CH:6][N:7]=2)[CH2:32][CH2:31]1)=[O:34])([CH3:39])([CH3:37])[CH3:38] |f:2.3.4,5.6.7,^1:59,78|. Procedure: A mixture of 4-(6-iodo-pyrimidin-4-yloxy)-benzothiazol-2-ylamine, (Example 129(b)), (200 mg, 0.54 mmol), 1,1-dimethylethyl 4-(4,4,5,5-tetramethyl-1,3,2-dioxaborolan-2-yl)-3,6-dihydro-1(2H)-pyridinecarboxylate (200 mg, 0.65 mmol, prepared according Eastwood, P. R. Tetrahedron Lett. 2000, 41, 3705–3708), PdCl2(PPh3)2 (38 mg, 0.050 mmol, Aldrich), and Na2CO3 (86 mg, 0.81 mmol) in DME/EtOH/H2O (2:1:2, 2.0 mL) was stirred and heated by microwave synthesizer at 120° C. for 15 min. The reaction mixture...